From a dataset of the Open Reaction Database (ORD), a public repository of structured organic reaction records. describe an organic reaction: reactants, conditions, products, and yield Reactants: COc1cc(Br)ccc1C#N, CCC1NC(=O)CC1O[Si](C)(C)C(C)(C)C, O=C([O-])[O-], [Cs+], [Cs+], O=C(C=Cc1ccccc1)C=Cc1ccccc1, O=C(C=Cc1ccccc1)C=Cc1ccccc1, O=C(C=Cc1ccccc1)C=Cc1ccccc1, [Pd], [Pd], CC1(C)c2cccc(P(c3ccccc3)c3ccccc3)c2Oc2c(P(c3ccccc3)c3ccccc3)cccc21. Product: CCC1C(O[Si](C)(C)C(C)(C)C)CC(=O)N1c1ccc(C#N)c(OC)c1. As a reaction SMILES: [Br:17][c:18]1[cH:19][c:20]([O:26][CH3:27])[c:21]([C:22]#[N:23])[cH:24][cH:25]1.[C:1]([CH3:2])([CH3:3])([CH3:4])[Si:5]([O:6][CH:7]1[CH2:8][C:9](=[O:14])[NH:10][CH:11]1[CH2:12][CH3:13])([CH3:15])[CH3:16].[C:28](=[O:29])([O-:30])[O-:31].[Cs+:32].[Cs+:33].[O:114]=[C:115]([CH:116]=[CH:117][c:118]1[cH:119][cH:120][cH:121][cH:122][cH:123]1)[CH:124]=[CH:125][c:126]1[cH:127][cH:128][cH:129][cH:130][cH:131]1.[O:78]=[C:79]([CH:80]=[CH:81][c:82]1[cH:83][cH:84][cH:85][cH:86][cH:87]1)[CH:88]=[CH:89][c:90]1[cH:91][cH:92][cH:93][cH:94][cH:95]1.[O:96]=[C:97]([CH:98]=[CH:99][c:100]1[cH:101][cH:102][cH:103][cH:104][cH:105]1)[CH:106]=[CH:107][c:108]1[cH:109][cH:110][cH:111][cH:112][cH:113]1.[Pd:76].[Pd:77].[c:34]1([P:35]([c:36]2[cH:37][cH:38][cH:39][cH:40][cH:41]2)[c:42]2[c:43]3[c:67]([cH:68][cH:69][cH:70]2)[C:64]([CH3:65])([CH3:66])[c:46]2[c:45]([c:50]([P:51]([c:52]4[cH:53][cH:54][cH:55][cH:56][cH:57]4)[c:58]4[cH:59][cH:60][cH:61][cH:62][cH:63]4)[cH:49][cH:48][cH:47]2)[O:44]3)[cH:71][cH:72][cH:73][cH:74][cH:75]1>>[C:1]([CH3:2])([CH3:3])([CH3:4])[Si:5]([O:6][CH:7]1[CH2:8][C:9](=[O:14])[N:10]([c:18]2[cH:19][c:20]([O:26][CH3:27])[c:21]([C:22]#[N:23])[cH:24][cH:25]2)[CH:11]1[CH2:12][CH3:13])([CH3:15])[CH3:16]. Starting materials: Cl.NO (hydroxylamine hydrochloride), C(OC)(OC)OC (trimethyl orthoformate), p-aminobenzaldehyde ethylene glycol acetal, [N-]=C=O.C(C)(C)(C)OC(CN)=O (glycine tert-butyl ester isocyanate), N1=CC=CC=C1 (pyridine), C1CCOC1 (THF), C1CCOC1 (THF). The solvent is CO (CH3OH). Reaction conditions: time 2 hour. The product is ON=CC1=CC=C(C=C1)NC(=O)NCC(=O)OC(C)(C)C (N-[4-(hydroxyiminomethyl)phenyl]-N'-tert-butoxycarbonylmethylurea). RXN SMILES: [N-:1]=[C:2]=[O:3].[C:4]([O:8][C:9](=[O:12])[CH2:10][NH2:11])([CH3:7])([CH3:6])[CH3:5].[N:13]1[CH:18]=[CH:17][CH:16]=[CH:15][CH:14]=1.Cl.N[OH:21].C(OC)(OC)OC.[CH2:29]1COC[CH2:30]1>CO>[OH:21][N:13]=[CH:18][C:17]1[CH:30]=[CH:29][C:14]([NH:1][C:2]([NH:11][CH2:10][C:9]([O:8][C:4]([CH3:7])([CH3:6])[CH3:5])=[O:12])=[O:3])=[CH:15][CH:16]=1 |f:0.1,3.4|. Procedure: A solution of 0.1 mol of p-aminobenzaldehyde ethylene glycol acetal in 100 mL of anhydrous THF is added dropwise over 10 minutes to a solution of 0.1 mol of glycine tert-butyl ester isocyanate and 0.35 mol pyridine in 100 mL THF at room temperature under N2. The reaction mixture is stirred at room temperature for 2 hours. After 2 hours the solvent is removed by rotary evaporator. A solution of 0.11 mmol hydroxylamine hydrochloride and 0.1 mol trimethyl orthoformate in CH3OH is added, and the rea... The reactants are CCN(C(C)C)C(C)C (DIEA), C1=CC(=CC=C1N=NC2C(=NN(C2=O)C3=CC=C(C=C3)S(=O)(=O)[O-])C(=O)[O-])S(=O)(=O)[O-].[Na+].[Na+].[Na+] (E102), C1=CC(=CC=C1N=NC2C(=NN(C2=O)C3=CC=C(C=C3)S(=O)(=O)[O-])C(=O)[O-])S(=O)(=O)[O-].[Na+].[Na+].[Na+] (E102), C(C(C)C)(=O)Cl (isobutyryl chloride), Cl.NCC1=C(C=C(C=C1)C(=O)N1C2=C(NC=3N(N=CC3C1)C)C=C(C=C2)Cl)F ((4-aminomethyl-3-fluoro-phenyl)-(6-chloro-3-methyl-4,10-dihydro-3H-2,3,4,9-tetraaza-benzo[f]azulen-9-yl)-methanone hydrochloride). The solvent is ClCCl (dichloromethane). Run at time 1 hour. Product: ClC=1C=CC2=C(NC=3N(N=CC3CN2C(=O)C2=CC(=C(CNC(C(C)C)=O)C=C2)F)C)C1 (N-[4-(6-Chloro-3-methyl-4,10-dihydro-3H-2,3,4,9-tetraaza-benzo[f]azulene-9-carbonyl)-2-fluoro-benzyl]-isobutyramide). Isolated yield 71.0%. As a reaction SMILES: CCN(C(C)C)C(C)C.[C:10](Cl)(=[O:14])[CH:11]([CH3:13])[CH3:12].Cl.[NH2:17][CH2:18][C:19]1[CH:24]=[CH:23][C:22]([C:25]([N:27]2[CH2:36][C:35]3[CH:34]=[N:33][N:32]([CH3:37])[C:31]=3[NH:30][C:29]3[CH:38]=[C:39]([Cl:42])[CH:40]=[CH:41][C:28]2=3)=[O:26])=[CH:21][C:20]=1[F:43].C1C(N=NC2C(=O)N(C3C=CC(S([O-])(=O)=O)=CC=3)N=C2C([O-])=O)=CC=C(S([O-])(=O)=O)C=1.[Na+].[Na+].[Na+]>ClCCl>[Cl:42][C:39]1[CH:40]=[CH:41][C:28]2[N:27]([C:25]([C:22]3[CH:23]=[CH:24][C:19]([CH2:18][NH:17][C:10](=[O:14])[CH:11]([CH3:13])[CH3:12])=[C:20]([F:43])[CH:21]=3)=[O:26])[CH2:36][C:35]3[CH:34]=[N:33][N:32]([CH3:37])[C:31]=3[NH:30][C:29]=2[CH:38]=1 |f:2.3,4.5.6.7|. Procedure: DIEA (0.135 ml, 0.78 mmol) and isobutyryl chloride (0.029 ml, 0.27 mmol) were added to a solution of (4-aminomethyl-3-fluoro-phenyl)-(6-chloro-3-methyl-4,10-dihydro-3H-2,3,4,9-tetraaza-benzo[f]azulen-9-yl)-methanone hydrochloride from Example E102.2 (110 mg, 0.26 mmol) in dichloromethane (3 ml) at room temperature. The mixture was stirred for 1 h, washed with saturated NaHCO3 then brine, dried and concentrated in vacuo. The residue was purified by preparative HPLC (eluant; 0.5% 35% ammonia:9.5% ... Isolated yield 84.1%. Product: COC=1C=C(C=CC1OC)SC1=C(CCC1=CCCC1=CC=CC=C1)C(=O)O (2-[(3,4-dimethoxyphenyl)thio]-3-(3-phenylpropyl-1-yl)-1-cyclopentenecarboxylic acid). As a reaction SMILES: [CH3:1][O:2][C:3]1[CH:4]=[C:5]([S:11][C:12]2[C:16](=[CH:17][CH2:18][CH2:19][C:20]3[CH:25]=[CH:24][CH:23]=[CH:22][CH:21]=3)[CH2:15][CH2:14][C:13]=2[C:26]([O:28]C)=[O:27])[CH:6]=[CH:7][C:8]=1[O:9][CH3:10].[OH-].[Na+].Cl>C(O)C>[CH3:1][O:2][C:3]1[CH:4]=[C:5]([S:11][C:12]2[C:16](=[CH:17][CH2:18][CH2:19][C:20]3[CH:21]=[CH:22][CH:23]=[CH:24][CH:25]=3)[CH2:15][CH2:14][C:13]=2[C:26]([OH:28])=[O:27])[CH:6]=[CH:7][C:8]=1[O:9][CH3:10] |f:1.2|. The reactants are COC=1C=C(C=CC1OC)SC1=C(CCC1=CCCC1=CC=CC=C1)C(=O)OC (methyl 2-[(3,4-dimethoxyphenyl)thio]-3-(3-phenylpropyl-1-yl)-1-cyclopentenecarboxylate), [OH-].[Na+] (sodium hydroxide), Cl (HCl). Reported procedure: A mixture of methyl 2-[(3,4-dimethoxyphenyl)thio]-3-(3-phenylpropyl-1-yl)-1-cyclopentenecarboxylate (0.5 g, 1.2 mmol) and 10% sodium hydroxide (5 mL) in ethanol (10 mL) is heated under reflux for 4 hours. The mixture is cooled and is poured into aqueous HCl. The mixture is extracted with ether. The organic layer is washed with water and is dried over MgSO4. The solvent is removed in vacuo to provide 2-[(3,4-dimethoxyphenyl)thio]-3-(3-phenylpropyl-1-yl)-1-cyclopentenecarboxylic acid (0.4 g, 85%):... Run in C(C)O (ethanol). The reactants are [NH4+].[OH-] (NH4OH), ClC=1C=CC(=C(C1)C1=NNC(C2=CC(=CC=C12)S(=O)(=O)N(C1=NC=NS1)CC1=C(C=C(C=C1)OC)OC)=O)OC (1-(5-Chloro-2-methoxyphenyl)-N-(2,4-dimethoxybenzyl)-4-oxo-N-(1,2,4-thiadiazol-5-yl)-3,4-dihydrophthalazine-6-sulfonamide), C(Cl)Cl (DCM), C(=O)(C(F)(F)F)O (TFA). Reaction conditions: time 30 minute. The product is ClC=1C=CC(=C(C1)C1=NNC(C2=CC(=CC=C12)S(=O)(=O)NC1=NC=NS1)=O)OC (1-(5-chloro-2-methoxyphenyl)-4-oxo-N-(1,2,4-thiadiazol-5-yl)-3,4-dihydrophthalazine-6-sulfonamide). Yield: 60.0%. As a reaction SMILES: [Cl:1][C:2]1[CH:3]=[CH:4][C:5]([O:39][CH3:40])=[C:6]([C:8]2[C:17]3[C:12](=[CH:13][C:14]([S:18]([N:21](CC4C=CC(OC)=CC=4OC)[C:22]4[S:26][N:25]=[CH:24][N:23]=4)(=[O:20])=[O:19])=[CH:15][CH:16]=3)[C:11](=[O:38])[NH:10][N:9]=2)[CH:7]=1.C(Cl)Cl.C(O)(C(F)(F)F)=O.[NH4+].[OH-]>>[Cl:1][C:2]1[CH:3]=[CH:4][C:5]([O:39][CH3:40])=[C:6]([C:8]2[C:17]3[C:12](=[CH:13][C:14]([S:18]([NH:21][C:22]4[S:26][N:25]=[CH:24][N:23]=4)(=[O:20])=[O:19])=[CH:15][CH:16]=3)[C:11](=[O:38])[NH:10][N:9]=2)[CH:7]=1 |f:3.4|. Procedure details: A vial was charged with N-(2,4-dimethoxybenzyl)-1,2,4-thiadiazol-5-amine (70.7 mg, 0.282 mmol) and THF (938 μl). The resulting solution was cooled to −78° C. for 10 min. Then lithium bis(trimethylsilyl)amide (1M in THF) (413 μl, 0.413 mmol) was added drop wise. The vial was removed from the cold bath temporarily to ensure complete deprotonation of PMB-aminothiadiazole. When the suspension became homogenous, the reaction was cooled back down to −78° C. Then perfluorophenyl 1-(5-chloro-2-methoxyph... Reactants: C(C)[SiH](CC)CC (triethylsilane), N1C=C(C2=CC=CC=C12)CC1C=2N(C3=C(C(N1)=O)C=CC=C3)C(C=3C=CC=CC3N2)=O (7-[(1H-Indol-3-yl)methyl]quinazolino(3,2-A)-1,4-benzodiazepin-5,13-(6H,7H)-dione), C(C)[SiH](CC)CC (triethylsilane). Run in FC(C(=O)O)(F)F (trifluoroacetic acid). Run at time 1 hour. Yields the product O.N1CC(C2=CC=CC=C12)CC1C=2N(C3=C(C(N1)=O)C=CC=C3)C(C=3C=CC=CC3N2)=O.N2CC(C3=CC=CC=C23)CC2C=3N(C1=C(C(N2)=O)C=CC=C1)C(C=1C=CC=CC1N3)=O (7-[(2,3-dihydro-1H-indol-3-yl)methyl]-quinazolino(3,2-A)-1,4-benzodiazepin-5,13-(6H,7H)-dione hemihydrate). Isolated yield 123.7%. As a reaction SMILES: [NH:1]1[C:9]2[C:4](=[CH:5][CH:6]=[CH:7][CH:8]=2)[C:3]([CH2:10][CH:11]2[NH:17][C:16](=[O:18])[C:15]3[CH:19]=[CH:20][CH:21]=[CH:22][C:14]=3[N:13]3[C:23](=[O:31])[C:24]4[CH:25]=[CH:26][CH:27]=[CH:28][C:29]=4[N:30]=[C:12]23)=[CH:2]1.C([SiH](CC)CC)C>FC(F)(F)C(O)=O>[OH2:18].[NH:1]1[C:9]2[C:4](=[CH:5][CH:6]=[CH:7][CH:8]=2)[CH:3]([CH2:10][CH:11]2[NH:17][C:16](=[O:18])[C:15]3[CH:19]=[CH:20][CH:21]=[CH:22][C:14]=3[N:13]3[C:23](=[O:31])[C:24]4[CH:25]=[CH:26][CH:27]=[CH:28][C:29]=4[N:30]=[C:12]23)[CH2:2]1.[NH:1]1[C:9]2[C:4](=[CH:5][CH:6]=[CH:7][CH:8]=2)[CH:3]([CH2:10][CH:11]2[NH:17][C:16](=[O:18])[C:15]3[CH:19]=[CH:20][CH:21]=[CH:22][C:14]=3[N:13]3[C:23](=[O:31])[C:24]4[CH:25]=[CH:26][CH:27]=[CH:28][C:29]=4[N:30]=[C:12]23)[CH2:2]1 |f:3.4.5|. Reported procedure: 7-[(1H-Indol-3-yl)methyl]quinazolino(3,2-A)-1,4-benzodiazepin-5,13-(6H,7H)-dione (250 mg, 0.61 mmole) was dissolved in 2 ml of trifluoroacetic acid and treated in one portion with 106 μl (0.67 mmole) of triethylsilane under nitrogen. After 1 hour, 1 mmole more of triethylsilane was added and rapid stirring was continued overnight. Solvent and excess reagent were removed under reduced pressure and the residue partitioned between ethyl acetate and saturated sodium bicarbonate solution. The organic... Starting materials: C1(=CC=CC=C1)S(=O)[O-].[Na+] (sodium benzenesulfinate), sulfone acetate, ClCC(=CCOC(C)=O)C (1-chloro-2-methyl-4-acetoxybut-2-ene), C1(=CC=CC=C1)S(=O)[O-].[Na+] (sodium benzenesulfinate). The solvent is CN(C=O)C (DMF), CN(C=O)C (dimethylformamide). Reaction conditions: temperature 60 celsius, time 1.5 hour. Yields the product C1(=CC=CC=C1)S(=O)(=O)CC(=CCOC(C)=O)C (1-phenylsulfonyl-2-methyl-4-acetoxy-but-2-ene). As a reaction SMILES: [C:1]1([S:7]([O-:9])=[O:8])[CH:6]=[CH:5][CH:4]=[CH:3][CH:2]=1.[Na+].Cl[CH2:12][C:13]([CH3:20])=[CH:14][CH2:15][O:16][C:17](=[O:19])[CH3:18]>CN(C)C=O>[C:1]1([S:7]([CH2:12][C:13]([CH3:20])=[CH:14][CH2:15][O:16][C:17](=[O:19])[CH3:18])(=[O:9])=[O:8])[CH:6]=[CH:5][CH:4]=[CH:3][CH:2]=1 |f:0.1|. Reported procedure: To a suspension of 24.2 g. of sodium benzenesulfinate in 150 ml. of dimethylformamide (DMF) was added 19.9 g. of 1-chloro-2-methyl-4-acetoxybut-2-ene in 50 ml. of DMF. The mixture was then heated to 60°C. for 4.5 hours. A second portion, 19.0 g. of sodium benzenesulfinate was added and the heating continued for 1.5 hours. The reaction mixture was poured into 1.5 l. of water and filtered to remove the solid which was dissolved in 500 ml. of ethyl acetate. This solution was washed with three 300 m... Reactants: [OH-].[Na+] (Sodium hydroxide), C(C(=O)C)(=O)O (Pyruvic acid), Cl.C(C)OC([C@@H](N)CCC)=O (L-Norvaline ethyl ester hydrochloride). The reagents and catalysts are [Pd] (palladium on carbon). Solvent: C(C)O (ethanol), C(C)O (ethanol), C(C)O (ethanol). Reaction conditions: time 30 minute. Product: C(=O)(OCC)[C@H](CCC)N[C@@H](C)C(=O)O (N—[(S)-1-carbethoxybutyl]-(S)-alanine). Isolated yield 50.2%. RXN SMILES: Cl.[CH2:2]([O:4][C:5](=[O:11])[C@H:6]([CH2:8][CH2:9][CH3:10])[NH2:7])[CH3:3].[OH-].[Na+].[C:14]([OH:19])(=[O:18])[C:15]([CH3:17])=O>C(O)C.[Pd]>[C:5]([C@@H:6]([NH:7][C@H:15]([C:14]([OH:19])=[O:18])[CH3:17])[CH2:8][CH2:9][CH3:10])([O:4][CH2:2][CH3:3])=[O:11] |f:0.1,2.3|. Procedure: L-Norvaline ethyl ester hydrochloride (50 gm) was dissolved in ethanol (600 ml). Sodium hydroxide (15.4 gm) dissolved in ethanol (500 ml) was added to the above at 10° C. and stirred for 30 minutes. Pyruvic acid (34.5 gm) solution in ethanol (200 ml) was then added to above reaction mass at 10° C. and stirred for 30 minutes. The reaction mass was then transferred to a hydrogenator along with 10% palladium on carbon (5 gm) and hydrogenated at 7 bar for 8 hours. The contents were filtered over cel...